From a dataset of the Open Reaction Database (ORD), a public repository of structured organic reaction records. describe an organic reaction: reactants, conditions, products, and yield Reactants: Cc1ccc(NC(=O)C(C)C)cc1C1CCNCC1, Fc1ccc(C(CCCCl)c2ccc(F)cc2)cc1, [I-], [K+], [K+], [Na+], O=C([O-])[O-], CN(C)C=O, O. Yields the product Cc1ccc(NC(=O)C(C)C)cc1C1CCN(CCCC(c2ccc(F)cc2)c2ccc(F)cc2)CC1. RXN SMILES: [CH3:1][CH:2]([C:3](=[O:4])[NH:5][c:6]1[cH:7][c:8]([CH:13]2[CH2:14][CH2:15][NH:16][CH2:17][CH2:18]2)[c:9]([CH3:12])[cH:10][cH:11]1)[CH3:19].[Cl:20][CH2:21][CH2:22][CH2:23][CH:24]([c:25]1[cH:26][cH:27][c:28]([F:31])[cH:29][cH:30]1)[c:32]1[cH:33][cH:34][c:35]([F:38])[cH:36][cH:37]1.[I-:39].[K+:41].[K+:42].[Na+:40].[O-:43][C:44]([O-:45])=[O:46].[O:47]=[CH:48][N:49]([CH3:50])[CH3:51].[OH2:52]>>[CH3:1][CH:2]([C:3](=[O:4])[NH:5][c:6]1[cH:7][c:8]([CH:13]2[CH2:14][CH2:15][N:16]([CH2:21][CH2:22][CH2:23][CH:24]([c:25]3[cH:26][cH:27][c:28]([F:31])[cH:29][cH:30]3)[c:32]3[cH:33][cH:34][c:35]([F:38])[cH:36][cH:37]3)[CH2:17][CH2:18]2)[c:9]([CH3:12])[cH:10][cH:11]1)[CH3:19]. Reactants: C1CCN2CCC(CC12)C1=CNC2=CC=NC=C12 (3-(octahydro-7-indolizinyl)-1-H-5-azaindole), C1(=CC=CC2=CC=CC=C12)S(=O)(=O)Cl (1-naphthalenesulfonyl chloride), C[Si](C)(C)[N-][Si](C)(C)C.[Na+] (NaN(TMS)2). Solvent: C1CCOC1 (THF). Product: C1CCN2CCC(CC12)C1=CN(C2=NC=CC=C12)S(=O)(=O)C1=CC=CC2=CC=CC=C12 (3-(Octahydro-7-indolizinyl)-1-(1-naphthalenesulfonyl)-7-azaindole). Reaction SMILES: [CH2:1]1[CH:9]2[N:4]([CH2:5][CH2:6][CH:7]([C:10]3[C:18]4[C:13](=[CH:14][CH:15]=[N:16][CH:17]=4)[NH:12][CH:11]=3)[CH2:8]2)[CH2:3][CH2:2]1.[C:19]1([S:29](Cl)(=[O:31])=[O:30])[C:28]2[C:23](=[CH:24][CH:25]=[CH:26][CH:27]=2)[CH:22]=[CH:21][CH:20]=1.C[Si]([N-][Si](C)(C)C)(C)C.[Na+]>C1COCC1>[CH2:1]1[CH:9]2[N:4]([CH2:5][CH2:6][CH:7]([C:10]3[C:18]4[C:17](=[N:16][CH:15]=[CH:14][CH:13]=4)[N:12]([S:29]([C:19]4[C:28]5[C:23](=[CH:24][CH:25]=[CH:26][CH:27]=5)[CH:22]=[CH:21][CH:20]=4)(=[O:31])=[O:30])[CH:11]=3)[CH2:8]2)[CH2:3][CH2:2]1 |f:2.3|. Procedure: from 3-(octahydro-7-indolizinyl)-1-H-5-azaindole (less polar isomer) (10 mg, 0.0415 mmol), 1-naphthalenesulfonyl chloride (17.2 mg, 0.0828 mmol) and 1M NaN(TMS)2 (100 μL, 0.10 mmol) in THF (0.5 mL) at RT.